Dataset: the Open Reaction Database (ORD), a public repository of structured organic reaction records. Task: describe an organic reaction: reactants, conditions, products, and yield Starting materials: Pd-118, C(C)(C)(C)OC(=O)N[C@@H]1[C@@H](CCCC1)NC1=C(C2=C(C(=N1)Cl)C(N(C2)C(=O)OC(C)(C)C)=O)F (tert-butyl 6-((1R,2S)-2-(tert-butoxycarbonylamino)cyclohexylamino)-4-chloro-7-fluoro-3-oxo-1H-pyrrolo[3,4-c]pyridine-2(3H)-carboxylate), CC1=CC=2N(C=C1)N=CC2B2OC(C(O2)(C)C)(C)C (5-methyl-3-(4,4,5,5-tetramethyl-1,3,2-dioxaborolan-2-yl)pyrazolo[1,5-a]pyridine), C(C)(=O)N[C@@H](CS)C(=O)O (N-acetyl cysteine), C([O-])([O-])=O.[K+].[K+] (potassium carbonate). Run in O (water), CC(=O)N(C)C (DMA), O (water). Run at time 3 minute. The product is C(C)(C)(C)OC(=O)N[C@@H]1[C@@H](CCCC1)NC1=C(C2=C(C(=N1)C=1C=NN3C1C=C(C=C3)C)C(N(C2)C(=O)OC(C)(C)C)=O)F (tert-Butyl 6-(((1R,2S)-2-((tert-butoxycarbonyl)amino)cyclohexyl)amino)-7-fluoro-4-(5-methylpyrazolo[1,5-a]pyridin-3-yl)-3-oxo-1H-pyrrolo[3,4-c]pyridine-2(3H)-carboxylate). Isolated yield 46.1%. RXN SMILES: [C:1]([O:5][C:6]([NH:8][C@H:9]1[CH2:14][CH2:13][CH2:12][CH2:11][C@H:10]1[NH:15][C:16]1[N:21]=[C:20](Cl)[C:19]2[C:23](=[O:33])[N:24]([C:26]([O:28][C:29]([CH3:32])([CH3:31])[CH3:30])=[O:27])[CH2:25][C:18]=2[C:17]=1[F:34])=[O:7])([CH3:4])([CH3:3])[CH3:2].[CH3:35][C:36]1[CH:41]=[CH:40][N:39]2[N:42]=[CH:43][C:44](B3OC(C)(C)C(C)(C)O3)=[C:38]2[CH:37]=1.C(=O)([O-])[O-].[K+].[K+].C(N[C@H](C(O)=O)CS)(=O)C>O.CC(N(C)C)=O>[C:1]([O:5][C:6]([NH:8][C@H:9]1[CH2:14][CH2:13][CH2:12][CH2:11][C@H:10]1[NH:15][C:16]1[N:21]=[C:20]([C:44]2[CH:43]=[N:42][N:39]3[CH:40]=[CH:41][C:36]([CH3:35])=[CH:37][C:38]=23)[C:19]2[C:23](=[O:33])[N:24]([C:26]([O:28][C:29]([CH3:32])([CH3:31])[CH3:30])=[O:27])[CH2:25][C:18]=2[C:17]=1[F:34])=[O:7])([CH3:4])([CH3:3])[CH3:2] |f:2.3.4|. Reported procedure: To a 25 mL reaction flask equipped with magnetic stir bar and thermometer was added tert-butyl 6-((1R,2S)-2-(tert-butoxycarbonylamino)cyclohexylamino)-4-chloro-7-fluoro-3-oxo-1H-pyrrolo[3,4-c]pyridine-2(3H)-carboxylate (200 mg, 0.401 mmol) and 5-methyl-3-(4,4,5,5-tetramethyl-1,3,2-dioxaborolan-2-yl)pyrazolo[1,5-a]pyridine (124 mg, 0.481 mmol), followed by potassium carbonate (325 mesh powder) (111 mg, 0.802 mmol), DMA (6 mL), and water (0.400 mL). The mixture was stirred at room temperature for ... Starting materials: ClC1=CC=C(OCC=2N(C3=CC=CC=C3C2)C)C=C1 (2-[(4-chlorophenoxy)methyl]-1-methyl-1H-indole), CN(C=O)C (N,N-dimethylformamide), P(=O)(Cl)(Cl)Cl (phosphorous oxychloride), CN(C=O)C (N,N-dimethylformamide), [OH-].[Na+] (Sodium hydroxide), solution, O (water). Run at temperature 55 celsius. Yields the product ClC1=CC=C(OCC=2N(C3=CC=CC=C3C2C=O)C)C=C1 (2-[(4-chlorophenoxy)methyl]-1-methyl-3-formyl-1H-indole). As a reaction SMILES: P(Cl)(Cl)(Cl)=O.[Cl:6][C:7]1[CH:24]=[CH:23][C:10]([O:11][CH2:12][C:13]2[N:14]([CH3:22])[C:15]3[C:20]([CH:21]=2)=[CH:19][CH:18]=[CH:17][CH:16]=3)=[CH:9][CH:8]=1.O.[OH-].[Na+].CN(C)[CH:30]=[O:31]>>[Cl:6][C:7]1[CH:8]=[CH:9][C:10]([O:11][CH2:12][C:13]2[N:14]([CH3:22])[C:15]3[C:20]([C:21]=2[CH:30]=[O:31])=[CH:19][CH:18]=[CH:17][CH:16]=3)=[CH:23][CH:24]=1 |f:3.4|. Procedure details: Under a nitrogen atmosphere a round bottom flask was charged with 0.63 ml of anhydrous N,N-dimethylformamide. The reaction vessel was placed in a −20° C. bath and then phosphorous oxychloride (0.187 ml, 0.310 g, 2.02 mmol) was carefully added. The resulting mixture was stirred in an ice bath for about twenty minutes and 2-[(4-chlorophenoxy)methyl]-1-methyl-1H-indole (0.50 g, 1.84 mmol) in 3.4 ml of N,N-dimethylformamide, was added. The resulting mixture was stirred at room temperature for about ... Starting materials: Cc1cnc(-n2cc(C(F)(F)F)cn2)nc1S(C)(=O)=O, [K+], [K+], O=C([O-])[O-], CN(C)C=O, O, Oc1csc(C(F)(F)F)c1. Yields the product Cc1cnc(-n2cc(C(F)(F)F)cn2)nc1Oc1csc(C(F)(F)F)c1. Reaction SMILES: [CH3:1][c:2]1[c:3]([S:17]([CH3:18])(=[O:19])=[O:20])[n:4][c:5](-[n:8]2[n:9][cH:10][c:11]([C:13]([F:14])([F:15])[F:16])[cH:12]2)[n:6][cH:7]1.[K+:31].[K+:32].[O-:33][C:34]([O-:35])=[O:36].[O:38]=[CH:39][N:40]([CH3:41])[CH3:42].[OH2:37].[OH:21][c:22]1[cH:23][s:24][c:25]([C:27]([F:28])([F:29])[F:30])[cH:26]1>>[CH3:1][c:2]1[c:3]([O:21][c:22]2[cH:23][s:24][c:25]([C:27]([F:28])([F:29])[F:30])[cH:26]2)[n:4][c:5](-[n:8]2[n:9][cH:10][c:11]([C:13]([F:14])([F:15])[F:16])[cH:12]2)[n:6][cH:7]1.